This data is from the Open Reaction Database (ORD), a public repository of structured organic reaction records. The task is: describe an organic reaction: reactants, conditions, products, and yield Run in C(Cl)Cl (CH2Cl2), N1=CC=CC=C1 (pyridine). Procedure: In this example, a coelenterazine having structure VIII (“dideoxycoelenterazine”) was synthesized from 2-amino-3-benzyl-5-phenylpyrazine and 2-acetoxy-3-phenylypropenal. The compound 2-amino-3-benzyl-5-phenylpyrazine was prepared according to previously described methods (Kishi, Y. et al, Tet. Lett. 2747 (1972); Cormier, M. et al, Biochemistry, 18(11), 2204 (1979); Hirano, T. et al Tetrahedron 53 (38) 12903-12916 (1997)). The compound 2-acetoxy-3-phenylypropenal was synthesized as follows. To a ... The reactants are CO (methanol), NC1=NC=C(N=C1CC1=CC=CC=C1)C1=CC=CC=C1 (2-amino-3-benzyl-5-phenylpyrazine), C1(=CC=CC=C1)CC(C(=O)O)=O (phenylpyruvic acid), C(C)(=O)OC(C)=O (acetic anhydride), ( 38 ). Reaction SMILES: [NH2:1][C:2]1[C:7]([CH2:8][C:9]2[CH:14]=[CH:13][CH:12]=[CH:11][CH:10]=2)=[N:6][C:5]([C:15]2[CH:20]=[CH:19][CH:18]=[CH:17][CH:16]=2)=[CH:4][N:3]=1.[C:21]1([CH2:27][C:28](=[O:32])[C:29]([OH:31])=[O:30])[CH:26]=[CH:25][CH:24]=[CH:23][CH:22]=1.[C:33](O[C:37](=[O:39])[CH3:38])(=[O:35])[CH3:34].C[OH:41]>N1C=CC=CC=1.C(Cl)Cl>[CH:12]1[CH:11]=[CH:10][C:9]([CH2:8][C:7]2[C:2]3[N:3]([CH:4]=[C:5]([C:15]4[CH:20]=[CH:19][C:18]([OH:41])=[CH:17][CH:16]=4)[N:6]=2)[C:29]([OH:30])=[C:28]([CH2:27][C:21]2[CH:22]=[CH:23][C:37]([OH:39])=[CH:38][CH:26]=2)[N:1]=3)=[CH:14][CH:13]=1.[NH2:1][C:2]1[C:7]([CH2:8][C:9]2[CH:14]=[CH:13][CH:12]=[CH:11][CH:10]=2)=[N:6][C:5]([C:15]2[CH:20]=[CH:19][CH:18]=[CH:17][CH:16]=2)=[CH:4][N:3]=1.[C:33]([O:32][C:28](=[CH:27][C:21]1[CH:26]=[CH:25][CH:24]=[CH:23][CH:22]=1)[C:29]([OH:31])=[O:30])(=[O:35])[CH3:34]. Reaction conditions: time 8 hour. The product is C=1C=CC(=CC1)CC=2C3=NC(=C(N3C=C(N2)C=4C=CC(=CC4)O)O)CC=5C=CC(=CC5)O (coelenterazine), VIII, NC1=NC=C(N=C1CC1=CC=CC=C1)C1=CC=CC=C1 (2-amino-3-benzyl-5-phenylpyrazine), C(C)(=O)OC(C(=O)O)=CC1=CC=CC=C1 (2-acetoxy-3-phenylpropenoic acid). The reactants are CC(=O)O[BH-](OC(C)=O)OC(C)=O, O=C([O-])O, CN1CCNCC1, CC(=O)O, COc1cc(C=O)ccc1-c1nc2c(C)nn(C3CCCCC3)c2c(=O)[nH]1, ClCCCl, [Na+], [Na+]. Yields the product COc1cc(CN2CCN(C)CC2)ccc1-c1nc2c(C)nn(C3CCCCC3)c2c(=O)[nH]1. RXN SMILES: [C:35]([O:36][BH-:37]([O:38][C:39](=[O:40])[CH3:41])[O:42][C:43](=[O:44])[CH3:45])(=[O:46])[CH3:47].[C:49](=[O:50])([O-:51])[OH:52].[CH3:28][N:29]1[CH2:30][CH2:31][NH:32][CH2:33][CH2:34]1.[CH3:54][C:55](=[O:56])[OH:57].[CH:1]1([n:7]2[n:8][c:9]([CH3:27])[c:10]3[n:11][c:12](-[c:17]4[c:18]([O:25][CH3:26])[cH:19][c:20]([CH:21]=[O:22])[cH:23][cH:24]4)[nH:13][c:14](=[O:16])[c:15]23)[CH2:2][CH2:3][CH2:4][CH2:5][CH2:6]1.[Cl:58][CH2:59][CH2:60][Cl:61].[Na+:48].[Na+:53]>>[CH:1]1([n:7]2[n:8][c:9]([CH3:27])[c:10]3[n:11][c:12](-[c:17]4[c:18]([O:25][CH3:26])[cH:19][c:20]([CH2:21][N:32]5[CH2:31][CH2:30][N:29]([CH3:28])[CH2:34][CH2:33]5)[cH:23][cH:24]4)[nH:13][c:14](=[O:16])[c:15]23)[CH2:2][CH2:3][CH2:4][CH2:5][CH2:6]1. The reactants are COCN(Cc1ccccc1)C[Si](C)(C)C, ClCCl, O=[N+]([O-])C=Cc1ccc(F)cc1, O=C(O)C(F)(F)F. Product: O=[N+]([O-])C1CN(Cc2ccccc2)CC1c1ccc(F)cc1. RXN SMILES: [CH3:1][O:2][CH2:3][N:4]([CH2:5][Si:6]([CH3:7])([CH3:8])[CH3:9])[CH2:10][c:11]1[cH:12][cH:13][cH:14][cH:15][cH:16]1.[Cl:36][CH2:37][Cl:38].[F:17][c:18]1[cH:19][cH:20][c:21]([CH:24]=[CH:25][N+:26](=[O:27])[O-:28])[cH:22][cH:23]1.[OH:29][C:30]([C:31]([F:32])([F:33])[F:34])=[O:35]>>[CH2:3]1[N:4]([CH2:10][c:11]2[cH:12][cH:13][cH:14][cH:15][cH:16]2)[CH2:5][CH:25]([N+:26](=[O:27])[O-:28])[CH:24]1[c:21]1[cH:20][cH:19][c:18]([F:17])[cH:23][cH:22]1. Starting materials: Cl (HCl), C(C1=CC=CC=C1)[C@@H]1[C@@H](CN(CC1)CCS(=O)(=O)C1=CC=C(C=C1)O)O ((3S,4S)-4-[2-(4-benzyl-3-hydroxy-piperidin-1-yl)-ethanesulfonyl]-phenol), C(C)(C)(C)OC(=O)NCC1=CC=C(C(=O)O)C=C1 (4-(tert-butoxycarbonylamino-methyl)-benzoic acid). The reagents and catalysts are CN(C)C=1C=CN=CC1 (DMAP). The solvent is C(Cl)Cl (methylenechloride). Run at temperature 0 celsius, time 1 hour. Product: C(C1=CC=CC=C1)[C@@H]1[C@@H](CN(CC1)CCS(=O)(=O)C1=CC=C(C=C1)OC(C1=CC=C(C=C1)CNC(=O)OC(C)(C)C)=O)O (4-(tert-butoxycarbonylamino-methyl)-benzoic acid (3S,4S)-4-[2-(4-benzyl-3-hydroxy-piperidin-1-yl)-ethanesulfonyl]-phenyl ester). Yield: 34.6%. As a reaction SMILES: [CH2:1]([C@H:8]1[CH2:13][CH2:12][N:11]([CH2:14][CH2:15][S:16]([C:19]2[CH:24]=[CH:23][C:22]([OH:25])=[CH:21][CH:20]=2)(=[O:18])=[O:17])[CH2:10][C@H:9]1[OH:26])[C:2]1[CH:7]=[CH:6][CH:5]=[CH:4][CH:3]=1.[C:27]([O:31][C:32]([NH:34][CH2:35][C:36]1[CH:44]=[CH:43][C:39]([C:40](O)=[O:41])=[CH:38][CH:37]=1)=[O:33])([CH3:30])([CH3:29])[CH3:28].Cl>C(Cl)Cl.CN(C1C=CN=CC=1)C>[CH2:1]([C@H:8]1[CH2:13][CH2:12][N:11]([CH2:14][CH2:15][S:16]([C:19]2[CH:24]=[CH:23][C:22]([O:25][C:40](=[O:41])[C:39]3[CH:38]=[CH:37][C:36]([CH2:35][NH:34][C:32]([O:31][C:27]([CH3:29])([CH3:28])[CH3:30])=[O:33])=[CH:44][CH:43]=3)=[CH:21][CH:20]=2)(=[O:18])=[O:17])[CH2:10][C@H:9]1[OH:26])[C:2]1[CH:7]=[CH:6][CH:5]=[CH:4][CH:3]=1. Procedure: To a solution of 500 mg (1.33 mmol) (3S,4S)-4-[2-(4-benzyl-3-hydroxy-piperidin-1-yl)-ethanesulfonyl]-phenol in 10 ml methylenechloride were added 368 mg (1.46 mmol) 4-(tert-butoxycarbonylamino-methyl)-benzoic acid, 16.3 mg (0.133 mmol) DMAP und 511 mg (2.66 mmol) N-(3-dimethylaminopropyl)-N-ethylcarbodiimide hydrochloride and the reaction mixture was stirred at 0° C. After 1 hour, 0.5 N HCl was added and the aqueous layer was extracted with methylenechloride. The combined organic layers were was...